describe an organic reaction: reactants, conditions, products, and yield From a dataset of the Open Reaction Database (ORD), a public repository of structured organic reaction records. Reactants: CC(C)(C)c1ccc(C(=O)Cl)cc1, O=C(c1ccc(C2CCCCC2)cc1)N1Cc2cccn2Cc2ccccc21, O, Cc1ccccc1C. Product: CC(C)(C)c1ccc(C(=O)c2ccc3n2Cc2ccccc2N(C(=O)c2ccc(C4CCCCC4)cc2)C3)cc1. Reaction SMILES: [C:37]([CH3:38])([CH3:39])([CH3:40])[c:41]1[cH:42][cH:43][c:44]([C:45](=[O:46])[Cl:47])[cH:48][cH:49]1.[CH:1]1([c:7]2[cH:8][cH:9][c:10]([C:11](=[O:12])[N:13]3[CH2:14][c:15]4[n:16]([cH:24][cH:25][cH:26]4)[CH2:17][c:18]4[c:19]3[cH:20][cH:21][cH:22][cH:23]4)[cH:27][cH:28]2)[CH2:2][CH2:3][CH2:4][CH2:5][CH2:6]1.[OH2:50].[c:29]1([CH3:30])[c:31]([CH3:32])[cH:33][cH:34][cH:35][cH:36]1>>[CH:1]1([c:7]2[cH:8][cH:9][c:10]([C:11](=[O:12])[N:13]3[CH2:14][c:15]4[n:16]([c:24]([C:45]([c:44]5[cH:43][cH:42][c:41]([C:37]([CH3:38])([CH3:39])[CH3:40])[cH:49][cH:48]5)=[O:46])[cH:25][cH:26]4)[CH2:17][c:18]4[c:19]3[cH:20][cH:21][cH:22][cH:23]4)[cH:27][cH:28]2)[CH2:2][CH2:3][CH2:4][CH2:5][CH2:6]1. Starting materials: ONC(=O)C1=NC=2N(C(=C1)S)N=C(N2)CO (N-Hydroxy-2-(hydroxymethyl)-7-mercapto-s-triazolo[1,5-a]pyrimidine-5-carboxamide), ClCCl (dichloromethane), CC(=O)OCC1=C(N2[C@@H]([C@@H](C2=O)N)SC1)C(=O)O (7-amino-cephalosporanic acid), B(F)(F)F.CCOCC (boron trifluoride diethyl etherate). The solvent is S1(=O)(=O)CCCC1.ClCCl (sulpholane dichloromethane). Run at temperature 0 celsius, time 20 hour. Yields the product N[C@H]1[C@H]2SCC(=C(N2C1=O)C(=O)O)CSC1=CC(=NC=2N1N=C(N2)CO)C(NO)=O ((6R,7R)-7-amino-3-[[[5-(hydroxycarbamoyl)-2-(hydroxymethyl)-s-triazolo[1,5-a]pyrimidin-7-yl]thio]methyl]-8-oxo-5-thia-1-azabicyclo[4.2.0]oct-2-ene-2-carboxylic acid). Yield: 40.4%. Reaction SMILES: [OH:1][NH:2][C:3]([C:5]1[CH:10]=[C:9]([SH:11])[N:8]2[N:12]=[C:13]([CH2:15][OH:16])[N:14]=[C:7]2[N:6]=1)=[O:4].CC(O[CH2:21][C:22]1[CH2:31][S:30][C@@H:25]2[C@H:26]([NH2:29])[C:27](=[O:28])[N:24]2[C:23]=1[C:32]([OH:34])=[O:33])=O.B(F)(F)F.CCOCC.ClCCl>S1(CCCC1)(=O)=O.ClCCl>[NH2:29][C@@H:26]1[C:27](=[O:28])[N:24]2[C@@H:25]1[S:30][CH2:31][C:22]([CH2:21][S:11][C:9]1[N:8]3[N:12]=[C:13]([CH2:15][OH:16])[N:14]=[C:7]3[N:6]=[C:5]([C:3](=[O:4])[NH:2][OH:1])[CH:10]=1)=[C:23]2[C:32]([OH:34])=[O:33] |f:2.3,5.6|. Procedure details: N-Hydroxy-2-(hydroxymethyl)-7-mercapto-s-triazolo[1,5-a]pyrimidine-5-carboxamide (190 mg) (0.79 mmol) and 193 mg (0.71 mmol) of 7-amino-cephalosporanic acid are suspended in 20 ml of sulpholane/dichloromethane (1:1 v/v). 4.2 ml of boron trifluoride diethyl etherate are added thereto at 0° C. The mixture is stirred at 0° C. for 2 hours and at room temperature for 20 hours. 80 ml of dichloromethane are added. The precipitated material is separated and dissolved in water. The mixture is adjusted to... Reactants: C(CCC)NC([C@@H](C[C@@H]([C@H](CC(CC(=O)N1CC(SC2=C1C=CC=C2)C(=O)OC)(C)C)N)O)C)=O (5(S)-amino-4(S)-hydroxy-2(R),7,7-trimethyl-8-[2(R,S)-methoxycarbonyl-3,4-dihydro-2H-1,4-benzothiazin-4-ylcarbonyl]-octanoic acid (N-butyl)amide), C(=O)OC1=CC=C(C=C1)[N+](=O)[O-] (4-nitrophenyl formate). Yields the product C(CCC)NC([C@@H](C[C@@H]([C@H](CC(CC(=O)N1CC(SC2=C1C=CC=C2)C(=O)OC)(C)C)NC=O)O)C)=O (5(S)-Formylamino-4(S)-hydroxy-2(R),7,7-trimethyl-8-[2(R,S)-methoxycarbonyl-3,4-dihydro-2H-1,4-benzothiazin-4-ylcarbonyl]-octanoic acid (N-butyl)amide). Reaction SMILES: [CH2:1]([NH:5][C:6](=[O:35])[C@H:7]([CH3:34])[CH2:8][C@H:9]([OH:33])[C@@H:10]([NH2:32])[CH2:11][C:12]([CH3:31])([CH3:30])[CH2:13][C:14]([N:16]1[C:21]2[CH:22]=[CH:23][CH:24]=[CH:25][C:20]=2[S:19][CH:18]([C:26]([O:28][CH3:29])=[O:27])[CH2:17]1)=[O:15])[CH2:2][CH2:3][CH3:4].[CH:36](OC1C=CC([N+]([O-])=O)=CC=1)=[O:37]>>[CH2:1]([NH:5][C:6](=[O:35])[C@H:7]([CH3:34])[CH2:8][C@H:9]([OH:33])[C@@H:10]([NH:32][CH:36]=[O:37])[CH2:11][C:12]([CH3:30])([CH3:31])[CH2:13][C:14]([N:16]1[C:21]2[CH:22]=[CH:23][CH:24]=[CH:25][C:20]=2[S:19][CH:18]([C:26]([O:28][CH3:29])=[O:27])[CH2:17]1)=[O:15])[CH2:2][CH2:3][CH3:4]. Reported procedure: 195 mg of 5(S)-amino-4(S)-hydroxy-2(R),7,7-trimethyl-8-[2(R,S)-methoxycarbonyl-3,4-dihydro-2H-1,4-benzothiazin-4-ylcarbonyl]-octanoic acid (N-butyl)amide (Example 18)) are reacted with 128 mg of 4-nitrophenyl formate in a manner analogous to that described in Example 17) and the product is purified over 30 g of silica gel (mobile phase M). The title compound is obtained as a yellowish-coloured solid: Rf (N)=0.20; FAB-MS: (M+H)+ =536.